From a dataset of the Open Reaction Database (ORD), a public repository of structured organic reaction records. describe an organic reaction: reactants, conditions, products, and yield The reactants are compound, C(C1=CC=CC=C1)OCC1(CCC(O1)=O)CCOCCCCCCCCCCCCCCCCCC (5-benzyloxymethyl-5-(2-octadecyloxyethyl)-4,5-dihydro-2(3H)-furanone), mixture, C(C)O (ethyl alcohol), [H][H] (hydrogen). Reagents/catalysts: [Pd] (palladium on carbon). Run in O (water). The product is OCC1(CCC(O1)=O)CCOCCCCCCCCCCCCCCCCCC (5-hydroxymethyl-5-(2-octadecyloxyethyl)-4,5-dihydro-2(3H)furanone). Reaction SMILES: C([O:8][CH2:9][C:10]1([CH2:16][CH2:17][O:18][CH2:19][CH2:20][CH2:21][CH2:22][CH2:23][CH2:24][CH2:25][CH2:26][CH2:27][CH2:28][CH2:29][CH2:30][CH2:31][CH2:32][CH2:33][CH2:34][CH2:35][CH3:36])[O:14][C:13](=[O:15])[CH2:12][CH2:11]1)C1C=CC=CC=1.C(O)C.[H][H]>[Pd].O>[OH:8][CH2:9][C:10]1([CH2:16][CH2:17][O:18][CH2:19][CH2:20][CH2:21][CH2:22][CH2:23][CH2:24][CH2:25][CH2:26][CH2:27][CH2:28][CH2:29][CH2:30][CH2:31][CH2:32][CH2:33][CH2:34][CH2:35][CH3:36])[O:14][C:13](=[O:15])[CH2:12][CH2:11]1. Reported procedure: A mixture containing 10.2 g (21.83 mmol) of the compound prepared in (e) above, 300 ml of a mixture of ethyl alcohol and water in a ratio of 9:1 and 1.5 g of 5% palladium on carbon (50% water content) was placed in a pressure bottle and hydrogenated at 40° C. under a pressure of 50 lbs. of hydrogen until uptake was complete. The catalyst was then filtered off and the filtrate concentrated in vacuo. The residue was crystallized from methanol to yield a solid. The reactants are [Si](C1=CC=CC=C1)(C1=CC=CC=C1)(C(C)(C)C)OCC1=C(C(=CC=C1Cl)[N+](=O)[O-])Cl (1-(tert-butyldiphenylsilyloxymethyl)-2,6-dichloro-3-nitrobenzene), ferric chloride hexahydrate, O.NN (hydrazine monohydrate). Run in CO (methanol), O (water). Product: NC=1C(=C(C(=CC1)Cl)CO[Si](C1=CC=CC=C1)(C1=CC=CC=C1)C(C)(C)C)Cl (3-amino-1-(tert-butyldiphenylsilyloxymethyl)-2,6-dichlorobenzene). The yield is 86.0%. Reaction SMILES: [Si:1]([O:18][CH2:19][C:20]1[C:25]([Cl:26])=[CH:24][CH:23]=[C:22]([N+:27]([O-])=O)[C:21]=1[Cl:30])([C:14]([CH3:17])([CH3:16])[CH3:15])([C:8]1[CH:13]=[CH:12][CH:11]=[CH:10][CH:9]=1)[C:2]1[CH:7]=[CH:6][CH:5]=[CH:4][CH:3]=1.O.NN>CO.O>[NH2:27][C:22]1[C:21]([Cl:30])=[C:20]([CH2:19][O:18][Si:1]([C:14]([CH3:16])([CH3:15])[CH3:17])([C:2]2[CH:3]=[CH:4][CH:5]=[CH:6][CH:7]=2)[C:8]2[CH:13]=[CH:12][CH:11]=[CH:10][CH:9]=2)[C:25]([Cl:26])=[CH:24][CH:23]=1 |f:1.2|. Procedure: To a stirred mixture of 1-(tert-butyldiphenylsilyloxymethyl)-2,6-dichloro-3-nitrobenzene (433 mg), ferric chloride hexahydrate (17.5 mg) and activated carbon (17.5 mg) in a mixture of methanol (2.78 ml) and water (0.69 ml) was added hydrazine monohydrate (0.135 ml) dropwise at 60-70° C. After the addition was finished, the mixture was refluxed for half an hour. The mixture was allowed to cool and filtered. The filtrate was concentrated in vacuo. The residue was extracted with dichloromethane and... Reactants: OC=1C=C(C(=O)O)C=CC1[N+](=O)[O-] (3-hydroxy-4-nitrobenzoic acid), CCN=C=NCCCN(C)C (WSC), C(C)N (ethylamine), C=1C=CC2=C(C1)N=NN2O (HOBt). The solvent is CN(C)C=O (DMF), C(C)N(CC)CC (triethylamine), C1CCOC1 (THF). Reaction conditions: time 8 hour. Product: C(C)NC(C1=CC(=C(C=C1)[N+](=O)[O-])O)=O (N-ethyl-3-hydroxy-4-nitrobenzamide). Yield: 100.0%. Reaction SMILES: [OH:1][C:2]1[CH:3]=[C:4]([CH:8]=[CH:9][C:10]=1[N+:11]([O-:13])=[O:12])[C:5]([OH:7])=O.[CH2:14]([NH2:16])[CH3:15].C1C=CC2N(O)N=NC=2C=1.CCN=C=NCCCN(C)C>CN(C=O)C.C1COCC1.C(N(CC)CC)C>[CH2:14]([NH:16][C:5](=[O:7])[C:4]1[CH:8]=[CH:9][C:10]([N+:11]([O-:13])=[O:12])=[C:2]([OH:1])[CH:3]=1)[CH3:15]. Procedure details: To a solution of 3-hydroxy-4-nitrobenzoic acid (9.16 g) in DMF (100 ml) were successively added 2M ethylamine in THF solution (30 ml), triethylamine (8.3 ml), HOBt (9.19 g) and WSC (11.5 g), and the reaction mixture was stirred at room temperature overnight. The solvent was evaporated under reduced pressure, ethyl acetate and 1N hydrochloric acid were added to the residue and the insoluble material was filtered off. The filtrate was extracted with ethyl acetate, the organic layer was dried over ... Starting materials: CCc1nc2cnc3ccccc3c2n1CC(C)C, ClCCl, [NH4+], [OH-], Cc1ccc(S(=O)(=O)Cl)cc1. The product is CCc1nc2c(N)nc3ccccc3c2n1CC(C)C. Reaction SMILES: [CH2:1]([CH3:2])[c:3]1[n:4]([CH2:16][CH:17]([CH3:18])[CH3:19])[c:5]2[c:6]([cH:7][n:8][c:9]3[cH:10][cH:11][cH:12][cH:13][c:14]23)[n:15]1.[CH2:33]([Cl:34])[Cl:35].[NH4+:20].[OH-:21].[S:22]([Cl:23])([c:24]1[cH:25][cH:26][c:27]([CH3:28])[cH:29][cH:30]1)(=[O:31])=[O:32]>>[CH2:1]([CH3:2])[c:3]1[n:4]([CH2:16][CH:17]([CH3:18])[CH3:19])[c:5]2[c:6]([c:7]([NH2:20])[n:8][c:9]3[cH:10][cH:11][cH:12][cH:13][c:14]23)[n:15]1.